The task is: describe an organic reaction: reactants, conditions, products, and yield. This data is from the Open Reaction Database (ORD), a public repository of structured organic reaction records. The reactants are CN1C=C(C2=CC=CC=C12)C(=O)OC (methyl 1-methyl-1H-indole-3-carboxylate), CN (CH3NH2). Product: CNC(=O)C1=CN(C2=CC=CC=C12)C (N,1-Dimethyl-1H-indole-3-carboxamide). Isolated yield 56.0%. RXN SMILES: [CH3:1][N:2]1[C:10]2[C:5](=[CH:6][CH:7]=[CH:8][CH:9]=2)[C:4]([C:11]([O:13]C)=O)=[CH:3]1.[CH3:15][NH2:16]>>[CH3:15][NH:16][C:11]([C:4]1[C:5]2[C:10](=[CH:9][CH:8]=[CH:7][CH:6]=2)[N:2]([CH3:1])[CH:3]=1)=[O:13]. Reported procedure: A suspension of methyl 1-methyl-1H-indole-3-carboxylate (4.30 g, 22.74 mmole) in 40% aqueous CH3NH2 (400 mL) was stirred at RT. The flask was tightly stoppered to keep the material inside the flask. As the reaction proceeded the product began to precipitate. The reaction was stirred at RT for 3 days, then was concentrated to remove approximately 200 mL of the solvent. The remaining residue was diluted with H2O (500 mL), and the solid was collected by suction filtration and washed with H2O. Flash...